Dataset: the Open Reaction Database (ORD), a public repository of structured organic reaction records. Task: describe an organic reaction: reactants, conditions, products, and yield Reactants: FC=1C(=C(C=C(C=O)C1)OC)O (5-fluorovanillin), IC (iodomethane). Solvent: CN(C)C=O (DMF). Run at time 15 minute. The product is FC=1C=C(C=O)C=C(C1OC)OC (3-Fluoro-4,5-dimethoxybenzaldehyde). Yield: 93.0%. Reaction SMILES: [F:1][C:2]1[C:3]([OH:12])=[C:4]([O:10][CH3:11])[CH:5]=[C:6]([CH:9]=1)[CH:7]=[O:8].I[CH3:14]>CN(C=O)C>[F:1][C:2]1[CH:9]=[C:6]([CH:5]=[C:4]([O:10][CH3:11])[C:3]=1[O:12][CH3:14])[CH:7]=[O:8]. Procedure: To a stirred solution prepared from 100 mL of DMF and 5-fluorovanillin (lit 1.0 g, 5.88 mmol). After 15 minutes, iodomethane was added, and stirring at room temperature continued for 16 hours. The reaction was terminated by the addition of water, the mixture was extracted with hexane (3×100 ML), and solvents were removed in vacuo. Purification by flash chromatography on a column of silica gel using hexane-ethyl acetate (4:1) as eluent afforded a colorless solid (1 g, 93% yield); mp 51–53° C. (Li... Reactants: [C@H]1([C@@H](O)[C@@H](O)[C@H](O)[C@H](O1)CO)O[C@@H]1[C@@H]([C@@H](OCCN)O[C@@H]([C@H]1O)CO[C@@H]1[C@@H](O)[C@@H](O)[C@H](O)[C@H](O1)CO)O (2-aminoethyl α-D-mannopyranosyl-(1→3)-[α-D-mannopyranosyl-(1→6)]-α-D-mannopyranoside), C(C1=CC=CC=C1)OC(=O)N[C@@H](CCCCNC(CCCCC(=O)NCCO[C@H]1[C@@H](O)[C@H](O)[C@H](O)[C@@H](O1)C)=O)C(=O)ON1C(CCC1=O)=O (2,5-dioxopyrrolidin-1-yl N2-[(benzyloxy)carbonyl]-N6-[6-({2-[(α-L-fucopyranosyl)oxy]ethyl}amino)-6-oxohexanoyl]-L-lysinate). The solvent is CN(C)C=O (DMF), CN(C)C=O (DMF). Conditions: time 18 hour. Yields the product C(C1=CC=CC=C1)OC(=O)N[C@@H](CCCCNC(CCCCC(=O)NCCO[C@H]1[C@@H](O)[C@H](O)[C@H](O)[C@@H](O1)C)=O)C(=O)NCCO[C@@H]1[C@@H](O)[C@@H](O[C@@H]2[C@@H](O)[C@@H](O)[C@H](O)[C@H](O2)CO)[C@H](O)[C@H](O1)CO[C@@H]1[C@@H](O)[C@@H](O)[C@H](O)[C@H](O1)CO (N2-[(benzyloxy)carbonyl]-N6-[6-({2-[(α-L-fucopyranosyl)oxy]ethyl}amino)-6-oxohexanoyl]-N-(2-{[α-D-mannopyranosyl-(1→3)-[α-D-mannopyranosyl-(1→6)]-α-D-mannopyranosyl]oxy}ethyl)-L-lysinamide). As a reaction SMILES: [C@H:1]1([O:12][C@H:13]2[C@H:22]([OH:23])[C@@H:21]([CH2:24][O:25][C@H:26]3[O:34][C@H:33]([CH2:35][OH:36])[C@@H:31]([OH:32])[C@H:29]([OH:30])[C@@H:27]3[OH:28])[O:20][C@H:15]([O:16][CH2:17][CH2:18][NH2:19])[C@H:14]2[OH:37])[O:9][C@H:8]([CH2:10][OH:11])[C@@H:6]([OH:7])[C@H:4]([OH:5])[C@@H:2]1[OH:3].[CH2:38]([O:45][C:46]([NH:48][C@H:49]([C:77](ON1C(=O)CCC1=O)=[O:78])[CH2:50][CH2:51][CH2:52][CH2:53][NH:54][C:55](=[O:76])[CH2:56][CH2:57][CH2:58][CH2:59][C:60]([NH:62][CH2:63][CH2:64][O:65][C@@H:66]1[O:74][C@@H:73]([CH3:75])[C@@H:71]([OH:72])[C@@H:69]([OH:70])[C@@H:67]1[OH:68])=[O:61])=[O:47])[C:39]1[CH:44]=[CH:43][CH:42]=[CH:41][CH:40]=1>CN(C=O)C>[CH2:38]([O:45][C:46]([NH:48][C@H:49]([C:77]([NH:19][CH2:18][CH2:17][O:16][C@H:15]1[O:20][C@H:21]([CH2:24][O:25][C@H:26]2[O:34][C@H:33]([CH2:35][OH:36])[C@@H:31]([OH:32])[C@H:29]([OH:30])[C@@H:27]2[OH:28])[C@@H:22]([OH:23])[C@H:13]([O:12][C@H:1]2[O:9][C@H:8]([CH2:10][OH:11])[C@@H:6]([OH:7])[C@H:4]([OH:5])[C@@H:2]2[OH:3])[C@@H:14]1[OH:37])=[O:78])[CH2:50][CH2:51][CH2:52][CH2:53][NH:54][C:55](=[O:76])[CH2:56][CH2:57][CH2:58][CH2:59][C:60]([NH:62][CH2:63][CH2:64][O:65][C@@H:66]1[O:74][C@@H:73]([CH3:75])[C@@H:71]([OH:72])[C@@H:69]([OH:70])[C@@H:67]1[OH:68])=[O:61])=[O:47])[C:39]1[CH:44]=[CH:43][CH:42]=[CH:41][CH:40]=1. Procedure: In a 40 mL vial, 2-aminoethyl α-D-mannopyranosyl-(1→3)-[α-D-mannopyranosyl-(1→6)]-α-D-mannopyranoside (883 mg, 1.612 mmol) was dissolved in DMF (10 mL). To the above solution at 0° C. was added a solution of 2,5-dioxopyrrolidin-1-yl N2-[(benzyloxy)carbonyl]-N6-[6-({2-[(α-L-fucopyranosyl)oxy]ethyl}amino)-6-oxohexanoyl]-L-lysinate (700 mg, 1.008 mmol) in DMF (10 mL) dropwise. After stirring at rt for 18 hr, the mixture was concentrated. The residue was purified by HPLC (waters Delta Pak C4 300 A, ...